From a dataset of the Open Reaction Database (ORD), a public repository of structured organic reaction records. describe an organic reaction: reactants, conditions, products, and yield As a reaction SMILES: [C:1]([CH2:2][CH2:3][C:4](=[O:5])[O:6][CH2:7][CH3:8])(=[O:9])[O:10][CH2:11][CH3:12].[F:13][C:14]([C:15](=[O:16])[O:17][CH2:18][CH3:19])([F:20])[F:21].[Na:22].[S:23](=[O:24])(=[O:25])([OH:26])[OH:27]>>[C:1]([CH2:2][CH:3]([C:4](=[O:5])[O:6][CH2:7][CH3:8])[C:15]([C:14]([F:13])([F:20])[F:21])=[O:16])(=[O:9])[O:10][CH2:11][CH3:12]. The product is CCOC(=O)CC(C(=O)OCC)C(=O)C(F)(F)F. Reactants: CCOC(=O)CCC(=O)OCC, CCOC(=O)C(F)(F)F, [Na], O=S(=O)(O)O.